From a dataset of the Open Reaction Database (ORD), a public repository of structured organic reaction records. describe an organic reaction: reactants, conditions, products, and yield Reactants: Cc1ccc2cc(C(=O)O)ccc2n1, NCc1ccc(F)cc1F. The reagents and catalysts are C1COC(=O)N1P(=O)(N2CCOC2=O)Cl (BOP-Cl), CN(C)C1=CC=NC=C1 (DMAP). Solvent: CN(C)C=O (DMF), CN(C)C=O (DMF), CN(C)C=O (DMF), CN(C)C=O (DMF), CN(C)C=O (DMF), CN(C)C=O (DMF). Run at temperature 25 celsius, time 2 hour. Yields the product Cc1ccc2cc(C(=O)NCc3ccc(F)cc3F)ccc2n1. The yield is 16.3%. Reaction SMILES: NCc1ccc(F)cc1F.Cc1ccc2cc(C(=O)O)ccc2n1.C1COC(=O)N1P(=O)(N2CCOC2=O)Cl.CN(C)C1=CC=NC=C1.CN(C)C=O>>Cc1ccc2cc(C(=O)NCc3ccc(F)cc3F)ccc2n1. Reactants: ice water, C(C)(=O)O (acetic acid), COC(=O)C1=C(C=2CN(CCC2S1)C(=O)OC(C)(C)C)O (2-methoxycarbonyl-3-hydroxy-5-tert-butoxycarbonyl-6,7-dihydro-4H-thieno[3,2-c]pyridine), C1CCC2=NCCCN2CC1 (DBU), N12CCCCCC2=NCCC1 (1,8-diazabicyclo[5.4.0]undec-7-ene), BrC(C)C (2-bromopropane), BrC(C)C (2-bromopropane), C1CCC2=NCCCN2CC1 (DBU). Solvent: O1CCCC1 (tetrahydrofuran), CN(C)C=O (DMF). Reaction conditions: temperature 82 celsius, time 2.5 hour. Yields the product COC(=O)C1=C(C=2CN(CCC2S1)C(=O)OC(C)(C)C)OC(C)C (2-methoxycarbonyl-3-isopropoxy-5-tert-butoxycarbonyl-6,7-dihydro-4H-thieno[3,2-c]pyridine). Yield: 68.4%. As a reaction SMILES: [CH3:1][O:2][C:3]([C:5]1[S:13][C:12]2[CH2:11][CH2:10][N:9]([C:14]([O:16][C:17]([CH3:20])([CH3:19])[CH3:18])=[O:15])[CH2:8][C:7]=2[C:6]=1[OH:21])=[O:4].[CH2:22]1[CH2:32]CN2C(=NCCC2)C[CH2:23]1.BrC(C)C.C(O)(=O)C>O1CCCC1.CN(C=O)C>[CH3:1][O:2][C:3]([C:5]1[S:13][C:12]2[CH2:11][CH2:10][N:9]([C:14]([O:16][C:17]([CH3:18])([CH3:20])[CH3:19])=[O:15])[CH2:8][C:7]=2[C:6]=1[O:21][CH:22]([CH3:32])[CH3:23])=[O:4]. Reported procedure: To a solution of 10.96 g (0,035 mol) of 2-methoxycarbonyl-3-hydroxy-5-tert-butoxycarbonyl-6,7-dihydro-4H-thieno[3,2-c]pyridine (prepared as described in Preparation 6) in 125 mL of tetrahydrofuran were added 8.14 g (0.0535 mol) of DBU (1,8-diazabicyclo[5.4.0]undec-7-ene and 6.55 g (0.053 mol) of 2-bromopropane. The solution was heated at reflux for 4 hours. An additional 3.28 g (0.0266 mol) of 2-bromopropane and 4.07 g (0.0268 mol) of DBU dissolved in 75 mL of DMF were added, and the reaction mi... The reactants are CC([C@@H](C(=O)OCC1=CC=CC=C1)NC1(C2=CC=CC=C2C=2C=CC=CC12)C1=CC=CC=C1)C(=O)OC ((2S)-1-benzyl 4-methyl 3-methyl-2-(9-phenyl-9H-fluoren-9-ylamino)succinate), [H-].C(C(C)C)[Al+]CC(C)C (Diisobutylaluminum hydride). Run in C1CCOC1 (THF). Reaction conditions: temperature -78 celsius, time 20 hour. Yields the product OC[C@H]([C@@H](C(=O)OCC1=CC=CC=C1)NC1(C2=CC=CC=C2C=2C=CC=CC12)C1=CC=CC=C1)C ((2S,3S)-benzyl 4-hydroxy-3-methyl-2-(9-phenyl-9H-fluoren-9-ylamino)butanoate). Yield: 34.6%. Reaction SMILES: [H-].C([Al+]CC(C)C)C(C)C.[CH3:11][CH:12]([C:44](OC)=[O:45])[C@H:13]([NH:24][C:25]1([C:38]2[CH:43]=[CH:42][CH:41]=[CH:40][CH:39]=2)[C:37]2[CH:36]=[CH:35][CH:34]=[CH:33][C:32]=2[C:31]2[C:26]1=[CH:27][CH:28]=[CH:29][CH:30]=2)[C:14]([O:16][CH2:17][C:18]1[CH:23]=[CH:22][CH:21]=[CH:20][CH:19]=1)=[O:15]>C1COCC1>[OH:45][CH2:44][C@@H:12]([CH3:11])[C@H:13]([NH:24][C:25]1([C:38]2[CH:43]=[CH:42][CH:41]=[CH:40][CH:39]=2)[C:26]2[CH:27]=[CH:28][CH:29]=[CH:30][C:31]=2[C:32]2[C:37]1=[CH:36][CH:35]=[CH:34][CH:33]=2)[C:14]([O:16][CH2:17][C:18]1[CH:19]=[CH:20][CH:21]=[CH:22][CH:23]=1)=[O:15] |f:0.1|. Reported procedure: Diisobutylaluminum hydride (20.57 ml of 1.0 M in hexanes, 20.57 mmol) was added drop-wise over 10 min to a cooled (−78° C.) THF (120 mL) solution of (2S)-1-benzyl 4-methyl 3-methyl-2-(9-phenyl-9H-fluoren-9-ylamino)succinate (3.37 g, 6.86 mmol) prepared above, and stirred at −78° C. for 20 hr. The reaction mixture was removed from the cooling bath and rapidly poured into ˜1M H3PO4/H2O (250 mL) with stirring, and the mixture was extracted with ether (100 mL, 2×). The combined organic phase was was... The reactants are COCCO, Nc1ncnc2c1ncn2Cc1ccc(F)cc1. The product is COCCOc1nc(N)c2ncn(Cc3ccc(F)cc3)c2n1. RXN SMILES: [CH3:19][O:20][CH2:21][CH2:22][OH:23].[NH2:1][c:2]1[c:3]2[n:4][cH:5][n:6]([CH2:11][c:12]3[cH:13][cH:14][c:15]([F:18])[cH:16][cH:17]3)[c:7]2[n:8][cH:9][n:10]1>>[NH2:1][c:2]1[c:3]2[n:4][cH:5][n:6]([CH2:11][c:12]3[cH:13][cH:14][c:15]([F:18])[cH:16][cH:17]3)[c:7]2[n:8][c:9]([O:23][CH2:22][CH2:21][O:20][CH3:19])[n:10]1. Reactants: C[O-], CO, CSc1nc(Cl)c([N+](=O)[O-])c(Cl)n1, [Na+]. Product: COc1nc(SC)nc(Cl)c1[N+](=O)[O-]. As a reaction SMILES: [CH3:14][O-:15].[CH3:17][OH:18].[Cl:1][c:2]1[n:3][c:4]([S:12][CH3:13])[n:5][c:6]([Cl:11])[c:7]1[N+:8](=[O:9])[O-:10].[Na+:16]>>[Cl:1][c:2]1[n:3][c:4]([S:12][CH3:13])[n:5][c:6]([O:15][CH3:14])[c:7]1[N+:8](=[O:9])[O-:10]. The product is Cl.Cl.NC(C(=O)OCC)CCCC1NC(CCCC1)=N (ethyl α-aminohexahydro-7-imino-1H-azepine-2-pentanoate, dihydrochloride), Cl (HCl). Reagents/catalysts: [Pd] (Pd/C), [H][H] (hydrogen). Procedure: The product of EXAMPLE 249 is reduced using hydrogen and Pd/C as catalyst to yield the title product after lyophilization from aqueous HCl. As a reaction SMILES: [ClH:1].[NH:2]=[C:3]1[NH:9][CH:8]([CH2:10][CH2:11][CH2:12][CH:13]([NH:19]C(OCC2C=CC=CC=2)=O)[C:14]([O:16][CH2:17][CH3:18])=[O:15])[CH2:7][CH2:6][CH2:5][CH2:4]1>[H][H].[Pd]>[ClH:1].[ClH:1].[NH2:19][CH:13]([CH2:12][CH2:11][CH2:10][CH:8]1[CH2:7][CH2:6][CH2:5][CH2:4][C:3](=[NH:2])[NH:9]1)[C:14]([O:16][CH2:17][CH3:18])=[O:15].[ClH:1] |f:0.1,4.5.6|. Starting materials: Cl.N=C1CCCCC(N1)CCCC(C(=O)OCC)NC(=O)OCC1=CC=CC=C1 (ethyl hexahydro-7-imino-α-[[(phenylmethoxy)carbonyl]amino]-1H-azepine-2-pentanoate, monohydrochloride).